From a dataset of the Open Reaction Database (ORD), a public repository of structured organic reaction records. describe an organic reaction: reactants, conditions, products, and yield Reactants: C(C)[SiH](CC)CC (Triethylsilane), FC(S(=O)(=O)OC1=NC(=CC=C1N1C=NC(=C1)C)\C=C\C1=NN2C(C(CCC2)C2=C(C=CC=C2)C(F)(F)F)=N1)(F)F (3-(4-methyl-1H-imidazol-1-yl)-6-{(E)-2-[8-(2-trifluoromethylphenyl)-5,6,7,8-tetrahydro-[1,2,4]triazolo[1,5-a]pyridin-2-yl]vinyl}pyridin-2-yl trifluoromethanesulfonate). The solvent is CN(C)C=O (DMF). Conditions: temperature 70 celsius, time 5 hour. Product: CC=1N=CN(C1)C=1C=CC(=NC1)/C=C/C1=NN2C(C(CCC2)C2=C(C=CC=C2)C(F)(F)F)=N1 ((−)-2-{(E)-2-[5-(4-methyl-1H-imidazol-1-yl)pyridin-2-yl]vinyl}-8-(2-trifluoromethylphenyl)-5,6,7,8-tetrahydro-[1,2,4]triazolo[1,5-a]pyridine). The yield is 51.9%. As a reaction SMILES: C([SiH](CC)CC)C.FC(F)(F)S(O[C:14]1[C:19]([N:20]2[CH:24]=[C:23]([CH3:25])[N:22]=[CH:21]2)=[CH:18][CH:17]=[C:16](/[CH:26]=[CH:27]/[C:28]2[N:46]=[C:31]3[CH:32]([C:36]4[CH:41]=[CH:40][CH:39]=[CH:38][C:37]=4[C:42]([F:45])([F:44])[F:43])[CH2:33][CH2:34][CH2:35][N:30]3[N:29]=2)[N:15]=1)(=O)=O>CN(C=O)C>[CH3:25][C:23]1[N:22]=[CH:21][N:20]([C:19]2[CH:18]=[CH:17][C:16](/[CH:26]=[CH:27]/[C:28]3[N:46]=[C:31]4[CH:32]([C:36]5[CH:41]=[CH:40][CH:39]=[CH:38][C:37]=5[C:42]([F:44])([F:45])[F:43])[CH2:33][CH2:34][CH2:35][N:30]4[N:29]=3)=[N:15][CH:14]=2)[CH:24]=1. Procedure: Triethylsilane (40.9 μL) and a 1,1′-bis(diphenylphosphino)ferrocene palladium (II) dichloride-dichloromethane complex (4.37 mg) were added to a solution of 3-(4-methyl-1H-imidazol-1-yl)-6-{(E)-2-[8-(2-trifluoromethylphenyl)-5,6,7,8-tetrahydro-[1,2,4]triazolo[1,5-a]pyridin-2-yl]vinyl}pyridin-2-yl trifluoromethanesulfonate (64 mg) in DMF (2 mL). The reaction solution was stirred at 70° C. for five hours. The reaction solution was concentrated under reduced pressure. The resulting residue was purif... Starting materials: ClC1=C(C(=CC=C1)Cl)C=1SC=2C(=NC=CC2N1)N (2-(2,6-dichlorophenyl)thiazolo[5,4-c]pyridin-4-amine), C12C(OC(C2C1)=O)=O (3-oxabicyclo[3.1.0]hexane-2,4-dione). The solvent is O1CCOCC1 (1,4-dioxane). Product: ClC1=C(C(=CC=C1)Cl)C=1SC=2C(=NC=CC2N1)N1C(C2CC2C1=O)=O (3-(2-(2,6-dichlorophenyl)thiazolo[5,4-c]pyridin-4-yl)-3-aza-bicyclo[3.1.0]hexane-2,4-dione). Yield: 78.8%. RXN SMILES: [Cl:1][C:2]1[CH:7]=[CH:6][CH:5]=[C:4]([Cl:8])[C:3]=1[C:9]1[S:10][C:11]2[C:12]([NH2:18])=[N:13][CH:14]=[CH:15][C:16]=2[N:17]=1.[CH:19]12[CH2:24][CH:23]1[C:22](=[O:25])[O:21][C:20]2=O>O1CCOCC1>[Cl:8][C:4]1[CH:5]=[CH:6][CH:7]=[C:2]([Cl:1])[C:3]=1[C:9]1[S:10][C:11]2[C:12]([N:18]3[C:20](=[O:21])[CH:19]4[CH:23]([CH2:24]4)[C:22]3=[O:25])=[N:13][CH:14]=[CH:15][C:16]=2[N:17]=1. Procedure: A solution of 2-(2,6-dichlorophenyl)thiazolo[5,4-c]pyridin-4-amine (550 mg, 1.86 mmol) and 3-oxabicyclo[3.1.0]hexane-2,4-dione (835 mg, 7.46 mmol) in 1,4-dioxane (10 mL) was heated at 90° C. for 2 hours. The reaction mixture was then cooled to room temperature and concentrated. The residue was purified by column chromatography eluting with ethyl acetate/petroleum ether (1:10 to 1:2) to give the desired product as a solid. (570 mg, 78.8% yield). LCMS (ESI) m/z: 390.0 [M+H+]. Reactants: Cc1c(C=O)ncn1C(c1ccccc1)(c1ccccc1)c1ccccc1, CO, [K+], O=C1CCOc2ccccc21, [OH-]. As a reaction SMILES: [CH3:14][c:15]1[c:16]([CH:39]=[O:40])[n:17][cH:18][n:19]1[C:20]([c:21]1[cH:22][cH:23][cH:24][cH:25][cH:26]1)([c:27]1[cH:28][cH:29][cH:30][cH:31][cH:32]1)[c:33]1[cH:34][cH:35][cH:36][cH:37][cH:38]1.[CH3:41][OH:42].[K+:2].[O:3]1[CH2:4][CH2:5][C:6](=[O:13])[c:7]2[cH:8][cH:9][cH:10][cH:11][c:12]21.[OH-:1]>>[O:3]1[CH2:4][C:5](=[CH:39][c:16]2[c:15]([CH3:14])[n:19]([C:20]([c:21]3[cH:22][cH:23][cH:24][cH:25][cH:26]3)([c:27]3[cH:28][cH:29][cH:30][cH:31][cH:32]3)[c:33]3[cH:34][cH:35][cH:36][cH:37][cH:38]3)[cH:18][n:17]2)[C:6](=[O:13])[c:7]2[cH:8][cH:9][cH:10][cH:11][c:12]21. The product is Cc1c(C=C2COc3ccccc3C2=O)ncn1C(c1ccccc1)(c1ccccc1)c1ccccc1.